Task: describe an organic reaction: reactants, conditions, products, and yield. Dataset: the Open Reaction Database (ORD), a public repository of structured organic reaction records Reactants: ClCC1=NN=NN1 (5-(chloromethyl)-1H-tetrazole), N1CCOCC1 (morpholine). Yields the product N1N=NN=C1CN1CCOCC1 (4-(1H-tetrazol-5-ylmethyl)morpholine). The yield is 80.6%. Reaction SMILES: Cl[CH2:2][C:3]1[NH:7][N:6]=[N:5][N:4]=1.[NH:8]1[CH2:13][CH2:12][O:11][CH2:10][CH2:9]1>>[NH:7]1[C:3]([CH2:2][N:8]2[CH2:13][CH2:12][O:11][CH2:10][CH2:9]2)=[N:4][N:5]=[N:6]1. Procedure: A solution of 5-(chloromethyl)-1H-tetrazole (260 mg, 2.2 mmol) in morpholine (1.5 mL, 17.2 mmol) was stirred at 25° C. for 20 minutes. The crude reaction mixture was purified by preparative LCMS using pH 2 buffer to yield the desired product (300 mg, 82%). MF=C6H11N5O; LCMS calculated for C6H12N5O (M+H)+: m/z=170.1. Starting materials: CNC(=O)C1=C(OC2=C1C=C(C(=C2)N(S(=O)(=O)C)C)B2OC(C(O2)(C)C)(C)C)N2CCOCC2 (N-methyl-6-(N-methylmethylsulfonamido)-2-morpholino-5-(4,4,5,5-tetramethyl-1,3,2-dioxaborolan-2-yl)benzofuran-3-carboxamide), ClC=1C=CC2=C(C=3N(C=4C=CC=C(C4C3)F)CO2)N1 (2-chloro-11-fluoro-6H-pyrido[2′,3′:5,6][1,3]oxazino[3,4-a]indole), C(=O)([O-])[O-].[Na+].[Na+] (Na2CO3). Reagents/catalysts: C1=CC=C(C=C1)P([C-]2C=CC=C2)C3=CC=CC=C3.C1=CC=C(C=C1)P([C-]2C=CC=C2)C3=CC=CC=C3.Cl[Pd]Cl.[Fe+2] (Pd(dppf)Cl2). The solvent is O1CCOCC1 (dioxane), O (H2O). Reaction conditions: temperature 100 celsius, time 2 hour. Product: FC=1C=2C=C3N(C2C=CC1)COC1=C3N=C(C=C1)C=1C(=CC3=C(C(=C(O3)N3CCOCC3)C(=O)NC)C1)N(S(=O)(=O)C)C (5-(11-fluoro-6H-pyrido[2′,3′:5,6][1,3]oxazino[3,4-a]indol-2-yl)-N-methyl-6-(N-methylmethylsulfonamido)-2-morpholinobenzofuran-3-carboxamide). Yield: 10.3%. Reaction SMILES: [CH3:1][NH:2][C:3]([C:5]1[C:9]2[CH:10]=[C:11](B3OC(C)(C)C(C)(C)O3)[C:12]([N:14]([CH3:19])[S:15]([CH3:18])(=[O:17])=[O:16])=[CH:13][C:8]=2[O:7][C:6]=1[N:29]1[CH2:34][CH2:33][O:32][CH2:31][CH2:30]1)=[O:4].Cl[C:36]1[CH:37]=[CH:38][C:39]2[O:52][CH2:51][N:42]3[C:43]4[CH:44]=[CH:45][CH:46]=[C:47]([F:50])[C:48]=4[CH:49]=[C:41]3[C:40]=2[N:53]=1.C([O-])([O-])=O.[Na+].[Na+]>O1CCOCC1.O.C1C=CC(P(C2C=CC=CC=2)[C-]2C=CC=C2)=CC=1.C1C=CC(P(C2C=CC=CC=2)[C-]2C=CC=C2)=CC=1.Cl[Pd]Cl.[Fe+2]>[F:50][C:47]1[C:48]2[CH:49]=[C:41]3[C:40]4[N:53]=[C:36]([C:11]5[C:12]([N:14]([CH3:19])[S:15]([CH3:18])(=[O:16])=[O:17])=[CH:13][C:8]6[O:7][C:6]([N:29]7[CH2:34][CH2:33][O:32][CH2:31][CH2:30]7)=[C:5]([C:3]([NH:2][CH3:1])=[O:4])[C:9]=6[CH:10]=5)[CH:37]=[CH:38][C:39]=4[O:52][CH2:51][N:42]3[C:43]=2[CH:44]=[CH:45][CH:46]=1 |f:2.3.4,7.8.9.10|. Procedure: To a degassed solution of N-methyl-6-(N-methylmethylsulfonamido)-2-morpholino-5-(4,4,5,5-tetramethyl-1,3,2-dioxaborolan-2-yl)benzofuran-3-carboxamide (80 mg, 0.16 mmol), 2-chloro-11-fluoro-6H-pyrido[2′,3′:5,6][1,3]oxazino[3,4-a]indole (47 mg, 0.17 mmol), Na2CO3 (34 mg, 0.32 mmol) in dioxane (1.5 mL) and H2O (0.1 mL) was added Pd(dppf)Cl2 (3 mg) under N2. Then the mixture was stirred at 100° C. for 2 hours. The reaction mixture was cooled to RT and filtered. The filtrate was washed with H2O and d... Starting materials: ClC1=C2N=CN(C2=NC=N1)C1OCCCC1 (6-Chloro-9-(tetrahydropyran-2-yl)-9H-purine), CCN(C(C)C)C(C)C (DIPEA), C(C)(C)(C)OC(N[C@@H](C)C1=NC2=C(N1C=1C=NC=C(C1)F)C(=C(C=C2)F)C#N)=O ({(S)-1-[7-Cyano-6-fluoro-1-(5-fluoropyridin-3-yl)-1H-benzoimidazol-2-yl]-ethyl}carbamic acid tert-butyl ester). The solvent is Cl (HCl), O1CCOCC1 (dioxane), Cl (HCl), CO (methanol). Conditions: time 1 hour. The product is FC1=C(C2=C(N=C(N2C=2C=NC=C(C2)F)[C@H](C)NC2=C3N=CNC3=NC=N2)C=C1)C#N (5-Fluoro-3-(5-fluoro-pyridin-3-yl)-2-[(S)-1-(9H-purin-6-ylamino)-ethyl]-3H-benzoimidazole-4-carbonitrile). Yield: 29.3%. As a reaction SMILES: C(OC(=O)[NH:7][C@H:8]([C:10]1[N:14]([C:15]2[CH:16]=[N:17][CH:18]=[C:19]([F:21])[CH:20]=2)[C:13]2[C:22]([C:27]#[N:28])=[C:23]([F:26])[CH:24]=[CH:25][C:12]=2[N:11]=1)[CH3:9])(C)(C)C.Cl[C:31]1[N:39]=[CH:38][N:37]=[C:36]2[C:32]=1[N:33]=[CH:34][N:35]2C1CCCCO1.CCN(C(C)C)C(C)C>Cl.O1CCOCC1.CO>[F:26][C:23]1[CH:24]=[CH:25][C:12]2[N:11]=[C:10]([C@@H:8]([NH:7][C:31]3[N:39]=[CH:38][N:37]=[C:36]4[C:32]=3[N:33]=[CH:34][NH:35]4)[CH3:9])[N:14]([C:15]3[CH:16]=[N:17][CH:18]=[C:19]([F:21])[CH:20]=3)[C:13]=2[C:22]=1[C:27]#[N:28]. Procedure: {(S)-1-[7-Cyano-6-fluoro-1-(5-fluoropyridin-3-yl)-1H-benzoimidazol-2-yl]-ethyl}carbamic acid tert-butyl ester (215 mg, 0.54 mmol) was dissolved in HCl in dioxane (4N, 5 mL) and the reaction mixture stirred at RT for 1 hour. The mixture was concentrated in vacuo and the residue dissolved in IPA (5 mL). 6-Chloro-9-(tetrahydropyran-2-yl)-9H-purine (167 mg, 0.70 mmol) and DIPEA (275 μL, 1.61 mmol) were added and the reaction mixture heated at 90° C. for 16 hours. The reaction mixture was concentrate... Starting materials: CCNCC, CCO, O=C(O)c1ccc(CCl)cc1, [Na+], [OH-]. The product is CCN(CC)Cc1ccc(C(=O)O)cc1, Cl. RXN SMILES: [CH2:12]([CH3:13])[NH:14][CH2:15][CH3:16].[CH3:17][CH2:18][OH:19].[Cl:1][CH2:2][c:3]1[cH:4][cH:5][c:6]([C:7](=[O:8])[OH:9])[cH:10][cH:11]1.[Na+:21].[OH-:20]>>[CH2:2]([c:3]1[cH:4][cH:5][c:6]([C:7](=[O:8])[OH:9])[cH:10][cH:11]1)[N:14]([CH2:12][CH3:13])[CH2:15][CH3:16].[ClH:1]. RXN SMILES: [BrH:21].[CH2:1]([CH3:2])[O:3][C:4]([CH2:5][N:6]([CH3:7])[CH2:8][CH2:9][c:10]1[c:11]([Cl:19])[cH:12][cH:13][cH:14][c:15]1[N+:16](=[O:17])[O-:18])=[O:20].[CH3:22][C:23]#[N:24]>>[O:3]=[C:4]([CH2:5][N:6]([CH3:7])[CH2:8][CH2:9][c:10]1[c:11]([Cl:19])[cH:12][cH:13][cH:14][c:15]1[N+:16](=[O:17])[O-:18])[OH:20]. The product is CN(CCc1c(Cl)cccc1[N+](=O)[O-])CC(=O)O. Starting materials: Br, CCOC(=O)CN(C)CCc1c(Cl)cccc1[N+](=O)[O-], CC#N. Reactants: ClC=1C=C(C=CC1)C1=CC(=NO1)[C@@H](C)OC=1N(C(=NN1)C1=CC=NC=C1)C (4-(5-{(1R)-1-[5-(3-chlorophenyl)isoxazol-3-yl]ethoxy}-4-methyl-4H-1,2,4-triazol-3-yl)pyridine), P(=O)([O-])([O-])[O-] (Phosphate). Solvent: C(C)O (ethanol). Product: Cl.ClC=1C=C(C=CC1)C1=CC(=NO1)[C@@H](C)OC=1N(C(=NN1)C1=CC=NC=C1)C (4-(5-{(1R)-1-[5-(3chlorophenyl)isoxazol-3-yl]ethoxy}-4-methyl-4H-1,2,4-triazol-3-yl)pyridine hydrochloride). RXN SMILES: [Cl:1][C:2]1[CH:3]=[C:4]([C:8]2[O:12][N:11]=[C:10]([C@H:13]([O:15][C:16]3[N:17]([CH3:27])[C:18]([C:21]4[CH:26]=[CH:25][N:24]=[CH:23][CH:22]=4)=[N:19][N:20]=3)[CH3:14])[CH:9]=2)[CH:5]=[CH:6][CH:7]=1.P([O-])([O-])([O-])=O>C(O)C>[ClH:1].[Cl:1][C:2]1[CH:3]=[C:4]([C:8]2[O:12][N:11]=[C:10]([C@H:13]([O:15][C:16]3[N:17]([CH3:27])[C:18]([C:21]4[CH:22]=[CH:23][N:24]=[CH:25][CH:26]=4)=[N:19][N:20]=3)[CH3:14])[CH:9]=2)[CH:5]=[CH:6][CH:7]=1 |f:3.4|. Procedure details: The salt manufactured at 1 g scale from ethanol was further investigated for its intrinsic dissolution rate and compared to the free base of 4-(5-{(1R)-1-[5-(3-chlorophenyl)isoxazol-3-yl]ethoxy}-4-methyl-4H-1,2,4-triazol-3-yl)pyridine. The salt had a 1000 times higher intrinsic dissolution rate as compared to the free base. Dissolution rates of the base and salt were measured with a low-volume rotating disc method. Discs were compressed from pure compound and centrically mounted in a disc holder...